Dataset: the Open Reaction Database (ORD), a public repository of structured organic reaction records. Task: describe an organic reaction: reactants, conditions, products, and yield Starting materials: C(CCCCCCCCC)OC1=CSC=C1 (3-decyloxy-thiophene), BrN1C(CCC1=O)=O (N-Bromosuccinimide). The solvent is C(Cl)(Cl)Cl (CHCl3). The product is BrC=1SC=CC1OCCCCCCCCCC (2-Bromo-3-decyloxythiophene). The yield is 94.0%. Reaction SMILES: [CH2:1]([O:11][C:12]1[CH:16]=[CH:15][S:14][CH:13]=1)[CH2:2][CH2:3][CH2:4][CH2:5][CH2:6][CH2:7][CH2:8][CH2:9][CH3:10].[Br:17]N1C(=O)CCC1=O>C(Cl)(Cl)Cl>[Br:17][C:13]1[S:14][CH:15]=[CH:16][C:12]=1[O:11][CH2:1][CH2:2][CH2:3][CH2:4][CH2:5][CH2:6][CH2:7][CH2:8][CH2:9][CH3:10]. Reported procedure: 3-decyloxy-thiophene (5.50 g, 0.023 mol) was dissolved in CHCl3 (50 mL) under argon atmosphere. N-Bromosuccinimide (NBS) (4.09 g, 0.023 mol) was added to the solution as one portion. The mixture was reacted under argon and protected from light for 4˜8 hours at room temperature (25° C.). Afterwards it was distilled to remove CHCl3, allowed to cool to room temperature, and diluted with hexane (100 mL). The mixture was filtered and the filtrate was concentrated in vacuum. The residue was applied to...